Dataset: the Open Reaction Database (ORD), a public repository of structured organic reaction records. Task: describe an organic reaction: reactants, conditions, products, and yield Reactants: ClC1=CC2=C(OC3(C(N2C2CCN(CC2)C(=O)C2=C(C=C(C=C2)C2=C(C=CC=C2)OCC(C(=O)OC(C)(C)C)(C)C)C)=O)CC3)N=C1 (tert-butyl 3-[(4′-{[4-(7′-Chloro-2′-oxospiro[cyclopropane-1,3′-pyrido[2,3-b][1,4]oxazin]-1′(2′H)-yl)piperidin-1-yl]carbonyl}-3′-methylbiphenyl-2-yl)oxy]-2,2-dimethylpropanoate), FC(C(=O)O)(F)F (trifluoroacetic acid). Solvent: ClCCl (dichloromethane). Reaction conditions: time 8 hour. The product is ClC1=CC2=C(OC3(C(N2C2CCN(CC2)C(=O)C2=C(C=C(C=C2)C2=C(C=CC=C2)OCC(C(=O)O)(C)C)C)=O)CC3)N=C1 (3-[(4′-{[4-(7′-chloro-2′-oxospiro[cyclopropane-1,3′-pyrido[2,3-b][1,4]oxazin]-1′(2′H)-yl)piperidin-1-yl]carbonyl}-3′-methylbiphenyl-2-yl)oxy]-2,2-dimethylpropanoic acid). Isolated yield 74.9%. As a reaction SMILES: [Cl:1][C:2]1[CH:47]=[N:46][C:5]2[O:6][C:7]3([CH2:45][CH2:44]3)[C:8](=[O:43])[N:9]([CH:10]3[CH2:15][CH2:14][N:13]([C:16]([C:18]4[CH:23]=[CH:22][C:21]([C:24]5[CH:29]=[CH:28][CH:27]=[CH:26][C:25]=5[O:30][CH2:31][C:32]([CH3:41])([CH3:40])[C:33]([O:35]C(C)(C)C)=[O:34])=[CH:20][C:19]=4[CH3:42])=[O:17])[CH2:12][CH2:11]3)[C:4]=2[CH:3]=1.FC(F)(F)C(O)=O>ClCCl>[Cl:1][C:2]1[CH:47]=[N:46][C:5]2[O:6][C:7]3([CH2:45][CH2:44]3)[C:8](=[O:43])[N:9]([CH:10]3[CH2:11][CH2:12][N:13]([C:16]([C:18]4[CH:23]=[CH:22][C:21]([C:24]5[CH:29]=[CH:28][CH:27]=[CH:26][C:25]=5[O:30][CH2:31][C:32]([CH3:40])([CH3:41])[C:33]([OH:35])=[O:34])=[CH:20][C:19]=4[CH3:42])=[O:17])[CH2:14][CH2:15]3)[C:4]=2[CH:3]=1. Procedure details: To a dichloromethane solution (13 ml) of tert-butyl 3-[(4′-{[4-(7′-Chloro-2′-oxospiro[cyclopropane-1,3′-pyrido[2,3-b][1,4]oxazin]-1′(2′H)-yl)piperidin-1-yl]carbonyl}-3′-methylbiphenyl-2-yl)oxy]-2,2-dimethylpropanoate (642 mg) was added at room temperature trifluoroacetic acid (6.5 ml), followed by stirring overnight. After the reaction solution was concentrated under reduced pressure, a saturated aqueous sodium hydrogen carbonate solution was added to the residue for neutralization, and then a 1... Reactants: CC(C)NC(=O)C1OC1c1ccccc1, CC#N, Oc1cccc(Cl)c1, [H-], [Na+], C1COCCOCCOCCOCCOCCO1. Yields the product CC(C)NC(=O)C(O)C(Oc1cccc(Cl)c1)c1ccccc1. RXN SMILES: [CH3:1][CH:2]([CH3:3])[NH:4][C:5](=[O:6])[CH:7]1[O:8][CH:9]1[c:10]1[cH:11][cH:12][cH:13][cH:14][cH:15]1.[CH3:44][C:45]#[N:46].[Cl:16][c:17]1[cH:18][c:19]([OH:23])[cH:20][cH:21][cH:22]1.[H-:24].[Na+:25].[O:26]1[CH2:27][CH2:28][O:29][CH2:30][CH2:31][O:32][CH2:33][CH2:34][O:35][CH2:36][CH2:37][O:38][CH2:39][CH2:40][O:41][CH2:42][CH2:43]1>>[CH3:1][CH:2]([CH3:3])[NH:4][C:5](=[O:6])[CH:7]([OH:8])[CH:9]([c:10]1[cH:11][cH:12][cH:13][cH:14][cH:15]1)[O:23][c:19]1[cH:18][c:17]([Cl:16])[cH:22][cH:21][cH:20]1. Starting materials: CN1CCC(CC1)=C1C=2N(C=CC3=C1C=CS3)C=NN2 (10-(1-methyl-4-piperidinylidene)-10H-thieno[3,2-d]-1,2,4-triazolo[4,3-a]azepine), CN1CCC(CC1)C(=O)OCC (Ethyl 1-methyl-4-piperidinecarboxylate), C(CCC)[Li] (Butyllithium), CC(C)NC(C)C (N-(1-methylethyl)-2-propanamine). Procedure: Butyllithium in hexane (192 ml) was added dropwise at -70° C. under nitrogen to a solution of N-(1-methylethyl)-2-propanamine (43.4 ml) in tetrahydrofuran (400 ml) and the mixture was stirred for 30 minutes. A solution of intermediate (1) (0.236 mol) in tetrahydrofuran (50 ml) was added dropwise and the mixture was stirrred at -70° C. for 1 hour. Ethyl 1-methyl-4-piperidinecarboxylate (0.284 mol) in tetrahydrofuran (50 ml) was added and after the addition was completed, the mixture was stirred a... RXN SMILES: C([Li])CCC.CC(NC(C)C)C.CN1CCC(=[C:20]2[C:26]3[CH:27]=[CH:28][S:29][C:25]=3C=[CH:23][N:22]3[CH:30]=[N:31][N:32]=[C:21]23)CC1.[CH3:33][N:34]1[CH2:39][CH2:38][CH:37]([C:40]([O:42]CC)=O)[CH2:36][CH2:35]1>CCCCCC.O1CCCC1.O>[CH3:33][N:34]1[CH2:35][CH2:36][CH:37]([C:40]([C:23]2[N:32]([CH2:21][CH2:20][C:26]3[CH:27]=[CH:28][S:29][CH:25]=3)[N:31]=[CH:30][N:22]=2)=[O:42])[CH2:38][CH2:39]1. Isolated yield 41.1%. Run in O1CCCC1 (tetrahydrofuran), O1CCCC1 (tetrahydrofuran), CCCCCC (hexane), O1CCCC1 (tetrahydrofuran), O (water). Product: CN1CCC(CC1)C(=O)C=1N(N=CN1)CCC1=CSC=C1 ((1-methyl-4-piperidinyl)[2-[2-(3-thienyl)ethyl]-2H-1,2,4-triazol-3-yl]methanone). Conditions: time 30 minute. Starting materials: CC1=C(C(=C(C=C1)O)CCCCCCCC)C (dimethyloctylphenol), [OH-].[Li+] (lithium hydroxide), TEA, C(CCCCCCC)C1=C(C=CC=C1)O (octylphenol), C=O (formaldehyde), N1CCOCC1 (Morpholine). Solvent: C1(=CC=CC=C1)C.C1=CC=CC=C1 (toluene benzene), solids. Yields the product C(O)C(CCCCCCCC1=C(C=CC=C1)O)CO (Dimethylol octylphenol). RXN SMILES: [OH-].[Li+].[CH2:3]([C:11]1[CH:16]=[CH:15][CH:14]=[CH:13][C:12]=1[OH:17])[CH2:4][CH2:5][CH2:6][CH2:7][CH2:8][CH2:9][CH3:10].C=O.CC1C=C[C:24]([OH:27])=C(CCCCCCCC)C=1C.N1CC[O:40][CH2:39]C1>C1(C)C=CC=CC=1.C1C=CC=CC=1>[CH2:39]([CH:10]([CH2:24][OH:27])[CH2:9][CH2:8][CH2:7][CH2:6][CH2:5][CH2:4][CH2:3][C:11]1[CH:16]=[CH:15][CH:14]=[CH:13][C:12]=1[OH:17])[OH:40] |f:0.1,6.7|. Procedure: Dimethylol octylphenol was prepared by the base (lithium hydroxide 93% and TEA 4%) catalyzed condensation of octylphenol (1 mole) with 50% aqueous formaldehyde (2 moles). The dimethyloctylphenol product was dissolved in toluene/benzene at 65% solids. Morpholine was added in one charge, and the reaction mass was refluxed to completion and vacumn dehydrated to the desired softening point and methylol content of less than 1%. This value for methylol content includes methylol groups and benzylic eth...